From a dataset of the Open Reaction Database (ORD), a public repository of structured organic reaction records. describe an organic reaction: reactants, conditions, products, and yield Starting materials: ClC=1C=C(C=C(C1)Cl)C=C1CCC(CC1)=O (4-(3,5-dichlorophenylmethylene)cyclohexanone), [H][H] (hydrogen). Reagents/catalysts: [Pd] (palladium on charcoal). Run in C(C)O (ethanol). Run at time 60 hour. Product: ClC=1C=C(C=C(C1)Cl)CC1CCC(CC1)O (4-(3,5-dichlorophenylmethyl)cyclohexanol). The yield is 90.9%. Reaction SMILES: [Cl:1][C:2]1[CH:3]=[C:4]([CH:9]=[C:10]2[CH2:15][CH2:14][C:13](=[O:16])[CH2:12][CH2:11]2)[CH:5]=[C:6]([Cl:8])[CH:7]=1.[H][H]>[Pd].C(O)C>[Cl:1][C:2]1[CH:3]=[C:4]([CH2:9][CH:10]2[CH2:15][CH2:14][CH:13]([OH:16])[CH2:12][CH2:11]2)[CH:5]=[C:6]([Cl:8])[CH:7]=1. Reported procedure: A mixture of 7.5 grams (0.031 mole) of 4-(3,5-dichlorophenylmethylene)cyclohexanone and 1.0 gram (catalyst) of 10% palladium on charcoal (Degussa type) in 100 mL of ethanol was placed in a hydrogenation bottle and hydrogenated using a Parr hydrogenation apparatus. Upon completion of 2 hours at 50 psi, the reaction had used 25% of the theoretical amount of hydrogen. After this time the reaction mixture was filtered, and an aliquot was concentrated under reduced pressure to a residue. An NMR spect... Reactants: C(C)OC(C)OCC#CC(O)C1=CC2=C(C=C1)OCO2 (4-(1-ethoxyethoxy)-1-[3,4-(methylenedioxy)phenyl]-2-butyn-1-ol). Reagents/catalysts: [O-2].[O-2].[Mn+4] (manganese dioxide). Solvent: C(Cl)Cl (methylene chloride), C(Cl)Cl (methylene chloride). Run at time 10 minute. The product is C(C)OC(C)OCC#CC(=O)C1=CC2=C(C=C1)OCO2 (4-(1-ethoxyethoxy)-1-[3,4 -(methylenedioxy)phenyl]2-butyn-1-one). Reaction SMILES: [CH2:1]([O:3][CH:4]([O:6][CH2:7][C:8]#[C:9][CH:10]([C:12]1[CH:17]=[CH:16][C:15]2[O:18][CH2:19][O:20][C:14]=2[CH:13]=1)[OH:11])[CH3:5])[CH3:2]>C(Cl)Cl.[O-2].[O-2].[Mn+4]>[CH2:1]([O:3][CH:4]([O:6][CH2:7][C:8]#[C:9][C:10]([C:12]1[CH:17]=[CH:16][C:15]2[O:18][CH2:19][O:20][C:14]=2[CH:13]=1)=[O:11])[CH3:5])[CH3:2] |f:2.3.4|. Reported procedure: A solution of 10.9 g 39.2 mmol) of 4-(1-ethoxyethoxy)-1-[3,4-(methylenedioxy)phenyl]-2-butyn-1-ol in 63 ml of methylene chloride was added dropwise at 0° to a suspension of 101 g (1.16 mol) of manganese dioxide in 150 ml of methylene chloride. The reaction mixture was stirred at 0° for 10 minutes, filtered over magnesium sulphate and concentrated. Chromatography of the residue on 300 g of silica gel (elution agent ether/hexane 1:1) yielded 4-(1-ethoxyethoxy)-1-[3,4 -(methylenedioxy)phenyl]2-buty... The reactants are OCCCCCCBr, O=C(Cl)OCc1ccccc1, C1CCOC1, CN. Product: CN(CCCCCCO)C(=O)OCc1ccccc1. As a reaction SMILES: [Br:1][CH2:2][CH2:3][CH2:4][CH2:5][CH2:6][CH2:7][OH:8].[C:11](=[O:12])([O:13][CH2:14][c:15]1[cH:16][cH:17][cH:18][cH:19][cH:20]1)[Cl:21].[CH2:22]1[O:23][CH2:24][CH2:25][CH2:26]1.[CH3:9][NH2:10]>>[CH2:2]([CH2:3][CH2:4][CH2:5][CH2:6][CH2:7][OH:8])[N:10]([CH3:9])[C:11](=[O:12])[O:13][CH2:14][c:15]1[cH:16][cH:17][cH:18][cH:19][cH:20]1. The reactants are C([O-])([O-])=O.[K+].[K+] (potassium carbonate), ClC1=CC=C(C=C1)NCC=1C=NC=CC1 (3-(4-chlorophenylaminomethyl)pyridine), CN(S(=O)(=O)Cl)C (dimethylsulfamoyl chloride). Solvent: ClCCl (dichloromethane). Run at time 1 day. Product: ClC1=CC=C(C=C1)N(S(=O)(=O)N(C)C)CC=1C=NC=CC1 (N-(4-chlorophenyl)-N',N'-dimethyl-N-(pyridin-3-ylmethyl)sulfamide). Reaction SMILES: [Cl:1][C:2]1[CH:7]=[CH:6][C:5]([NH:8][CH2:9][C:10]2[CH:11]=[N:12][CH:13]=[CH:14][CH:15]=2)=[CH:4][CH:3]=1.C(=O)([O-])[O-].[K+].[K+].[CH3:22][N:23]([CH3:28])[S:24](Cl)(=[O:26])=[O:25]>ClCCl>[Cl:1][C:2]1[CH:3]=[CH:4][C:5]([N:8]([CH2:9][C:10]2[CH:11]=[N:12][CH:13]=[CH:14][CH:15]=2)[S:24]([N:23]([CH3:28])[CH3:22])(=[O:26])=[O:25])=[CH:6][CH:7]=1 |f:1.2.3|. Procedure: A 2.8 g. portion of 3-(4-chlorophenylaminomethyl)pyridine was dissolved in dichloromethane, and to it was added 2.1 g. of potassium carbonate and 1.6 ml. of dimethylsulfamoyl chloride. The mixture was stirred at ambient temperature for 1 day, and was then stirred under gentle heating for 3 days. The solvent was then evaporated under vacuum, and the oily residue was purified by chromatography on silica gel in chloroform to obtain 3.9 g. of the desired product. Its elemental analysis was as follow...